This data is from the Open Reaction Database (ORD), a public repository of structured organic reaction records. The task is: describe an organic reaction: reactants, conditions, products, and yield The reactants are O=C1N(C(C2=CC=CC=C12)=O)C1CN(C1)C(=O)OC(C)(C)C (tert-butyl 3-(1,3-dioxo-1,3-dihydro-2H-isoindol-2-yl)-1-azetidinecarboxylate). Solvent: CN (methylamine), CO (methanol). The product is NC1CN(C1)C(=O)OC(C)(C)C (tert-Butyl 3-amino-1-azetidinecarboxylate). Reaction SMILES: O=C1C2C(=CC=CC=2)C(=O)[N:3]1[CH:12]1[CH2:15][N:14]([C:16]([O:18][C:19]([CH3:22])([CH3:21])[CH3:20])=[O:17])[CH2:13]1>CN.CO>[NH2:3][CH:12]1[CH2:13][N:14]([C:16]([O:18][C:19]([CH3:22])([CH3:21])[CH3:20])=[O:17])[CH2:15]1. Procedure details: A solution of tert-butyl 3-(1,3-dioxo-1,3-dihydro-2H-isoindol-2-yl)-1-azetidinecarboxylate (Preparation 77) in methylamine in methanol (2M) (10 ml) was stirred in a sealed tube at 55° C. for 3 hours. On cooling a precipitate formed and the reaction mixture was concentrated under reduced pressure. The residue was dissolved in ethyl acetate (100 ml) and washed with water (100 ml, containing (2M) hydrochloric acid (3 ml)) and water (50 ml, containing (2M) hydrochloric acid (2 ml)). The combined aqu... Reactants: N(=NC(=O)OC(C)C)C(=O)OC(C)C (diisopropyl azodicarboxylate), C1(=CC=CC=C1)P(C1=CC=CC=C1)C1=CC=CC=C1 (triphenylphosphine), C1(C=2C(C(N1)=O)=CC=CC2)=O (phthalimide), C(C1=CC=CC=C1)(=O)NC=1C=2N=CN([C@H]3C[C@H](O)[C@@H](CO)O3)C2N=CN1 (N6-benzoyl-2′-deoxyadenosine). Solvent: C1CCOC1 (THF). Reaction conditions: time 4 hour. Yields the product C1(C=2C(C(N1C([C@@H]1[C@H](C[C@@H](O1)N1C=NC=3C(NC(C4=CC=CC=C4)=O)=NC=NC13)O)O)=O)=CC=CC2)=O (5′-phthalimido-N6-benzoyl-2′-deoxyadenosine). Yield: 29.9%. As a reaction SMILES: C1(P(C2C=CC=CC=2)C2C=CC=CC=2)C=CC=CC=1.[C:20]1(=[O:30])[NH:24][C:23](=[O:25])[C:22]2=[CH:26][CH:27]=[CH:28][CH:29]=[C:21]12.[C:31]([NH:39][C:40]1[C:41]2[N:42]=[CH:43][N:44]([C:53]=2[N:54]=[CH:55][N:56]=1)[C@@H:45]1[O:52][C@H:49]([CH2:50][OH:51])[C@@H:47]([OH:48])[CH2:46]1)(=[O:38])[C:32]1[CH:37]=[CH:36][CH:35]=[CH:34][CH:33]=1.N(C(OC(C)C)=O)=NC(OC(C)C)=O>C1COCC1>[C:20]1(=[O:30])[N:24]([CH:50]([OH:51])[C@H:49]2[O:52][C@@H:45]([N:44]3[C:53]4[N:54]=[CH:55][N:56]=[C:40]([NH:39][C:31](=[O:38])[C:32]5[CH:33]=[CH:34][CH:35]=[CH:36][CH:37]=5)[C:41]=4[N:42]=[CH:43]3)[CH2:46][C@@H:47]2[OH:48])[C:23](=[O:25])[C:22]2=[CH:26][CH:27]=[CH:28][CH:29]=[C:21]12. Procedure: 13.11 g (50 mmol) triphenylphosphine, 6.99 g (47.5 mmol) phthalimide and 17.77 g (50 mmol) N6-benzoyl-2′-deoxyadenosine were stirred in 400 mL dry THF, and added 9.84 mL (50 mmol) of diisopropyl azodicarboxylate under a nitrogen atmosphere. After stirring in an ice-water bath for 2 h and at the ambient temperature for 4 h, the reaction mixture was concentrated and the residue was added 100 mL dichloromethane. The precipitates thus formed were removed by filtration and the filtrate was concentrat...